This data is from the Open Reaction Database (ORD), a public repository of structured organic reaction records. The task is: describe an organic reaction: reactants, conditions, products, and yield Starting materials: O=C(O)CC1CCc2ccccc2C1, O=C(O)CCC1Cc2ccccc2C1, Cl, O=C(C1CCCN1)N1CCSC1. Product: O=C(C1CCCN1C(=O)CC1CCc2ccccc2C1)N1CCSC1. Reaction SMILES: [CH2:1]1[CH:2]([CH2:11][C:12](=[O:13])[OH:14])[CH2:3][CH2:4][c:5]2[cH:6][cH:7][cH:8][cH:9][c:10]21.[CH2:28]1[c:29]2[c:30]([cH:31][cH:32][cH:33][cH:34]2)[CH2:35][CH:36]1[CH2:37][CH2:38][C:39]([OH:40])=[O:41].[ClH:15].[NH:16]1[CH:17]([C:18](=[O:19])[N:20]2[CH2:21][S:22][CH2:23][CH2:24]2)[CH2:25][CH2:26][CH2:27]1>>[CH2:1]1[CH:2]([CH2:11][C:12](=[O:14])[N:16]2[CH:17]([C:18](=[O:19])[N:20]3[CH2:21][S:22][CH2:23][CH2:24]3)[CH2:25][CH2:26][CH2:27]2)[CH2:3][CH2:4][c:5]2[cH:6][cH:7][cH:8][cH:9][c:10]21. Reactants: [N+](=O)([O-])C=1C(=NC=C(C1)C(F)(F)F)C#N (3-nitro-5-trifluoromethyl-pyridine-2-carbonitrile), CCOC(=O)C (EtOAc). The reagents and catalysts are [Pd] (Pd/C). Yields the product NC=1C(=NC=C(C1)C(F)(F)F)C(=O)N (3-Amino-5-trifluoromethyl-pyridine-2-carboxylic acid amide). Reaction SMILES: [N+:1]([C:4]1[C:5]([C:14]#[N:15])=[N:6][CH:7]=[C:8]([C:10]([F:13])([F:12])[F:11])[CH:9]=1)([O-])=O.CC[O:18]C(C)=O>[Pd]>[NH2:1][C:4]1[C:5]([C:14]([NH2:15])=[O:18])=[N:6][CH:7]=[C:8]([C:10]([F:13])([F:12])[F:11])[CH:9]=1. Procedure: To a solution of 3-nitro-5-trifluoromethyl-pyridine-2-carbonitrile (1194 g, 5500 mmol) in EtOAc (12 l) was added 450 g Pd/C (10%) and hydrogenated (1.1 bar) at ambient temperature for 7 days. The reaction mixture was filtered and concentrated. The crude product was recrystallized from heptane/DCM to give 880 g of the desired product as a yellowish solid. The reactants are NC=1C=C2C(=CC1)OCC1(CC1)C21N=C(OC1)NC(OC(C)(C)C)=O (tert-butyl (6′-aminodispiro[cyclopropane-1,3′-chromene-4′,4″-[1,3]oxazol]-2″-yl)carbamate), FC=1C=CC(=NC1)C(=O)O (5-fluoropyridine-2-carboxylic acid), Cl.CN(CCCN=C=NCC)C (N-(3-dimethylaminopropyl)-N′-ethylcarbodiimide hydrochloride), ON1N=NC2=C1C=CC=C2 (1-hydroxybenzotriazole), C(C)(C)N(C(C)C)CC (N,N-diisopropylethylamine). Solvent: C(Cl)Cl (CH2Cl2). Conditions: time 2.5 day. Product: FC=1C=CC(=NC1)C(=O)NC=1C=C2C(=CC1)OCC1(CC1)C21N=C(OC1)NC(OC(C)(C)C)=O (tert-butyl (6′-{[(5-fluoropyridin-2-yl)carbonyl]amino}dispiro[cyclopropane-1,3′-chromene-4′,4″-[1,3]oxazol]-2″-yl)carbamate). Yield: 87.2%. As a reaction SMILES: [NH2:1][C:2]1[CH:3]=[C:4]2[C:13]3([CH2:17][O:16][C:15]([NH:18][C:19](=[O:25])[O:20][C:21]([CH3:24])([CH3:23])[CH3:22])=[N:14]3)[C:10]3([CH2:12][CH2:11]3)[CH2:9][O:8][C:5]2=[CH:6][CH:7]=1.[F:26][C:27]1[CH:28]=[CH:29][C:30]([C:33](O)=[O:34])=[N:31][CH:32]=1.Cl.CN(C)CCCN=C=NCC.ON1C2C=CC=CC=2N=N1.C(N(CC)C(C)C)(C)C>C(Cl)Cl>[F:26][C:27]1[CH:28]=[CH:29][C:30]([C:33]([NH:1][C:2]2[CH:3]=[C:4]3[C:13]4([CH2:17][O:16][C:15]([NH:18][C:19](=[O:25])[O:20][C:21]([CH3:22])([CH3:24])[CH3:23])=[N:14]4)[C:10]4([CH2:11][CH2:12]4)[CH2:9][O:8][C:5]3=[CH:6][CH:7]=2)=[O:34])=[N:31][CH:32]=1 |f:2.3|. Procedure: A mixture of tert-butyl (6′-aminodispiro[cyclopropane-1,3′-chromene-4′,4″-[1,3]oxazol]-2″-yl)carbamate (115 mg, 0.333 mmol), 5-fluoropyridine-2-carboxylic acid (62.3 mg, 0.433 mmol), N-(3-dimethylaminopropyl)-N′-ethylcarbodiimide hydrochloride (83.0 mg, 0.433 mmol), 1-hydroxybenzotriazole (58.5 mg, 0.433 mmol), N,N-diisopropylethylamine (0.074 mL, 0.433 mmol) and CH2Cl2 (1.2 mL) was stirred for 2.5 days at ambient temperature. The reaction mixture was purified with column chromatography on silic... Reactants: cupric chloride, NC1=C(C2=CC=CC=C2C=C1)C#N (2-amino-1-naphthonitrile), N(=O)OC(C)(C)C (tert-butyl nitrite), N(=O)OC(C)(C)C (tert-Butyl nitrite), ice water, Cl (HCl). The solvent is C(C)#N (acetonitrile). Run at temperature 0 celsius, time 30 minute. The product is ClC1=C(C2=CC=CC=C2C=C1)C#N (2-chloro-1-naphthonitrile). Yield: 60.0%. Reaction SMILES: N(OC(C)(C)C)=O.N[C:9]1[CH:18]=[CH:17][C:16]2[C:11](=[CH:12][CH:13]=[CH:14][CH:15]=2)[C:10]=1[C:19]#[N:20].[ClH:21]>C(#N)C>[Cl:21][C:9]1[CH:18]=[CH:17][C:16]2[C:11](=[CH:12][CH:13]=[CH:14][CH:15]=2)[C:10]=1[C:19]#[N:20]. Procedure: Ethyl cyanoacetate (111.0 g, 982 mmol) was added to a suspension of potassium hydroxide pellets (52.0 g, 789 mmol) and potassium cyanide (16.0 g, 246 mmol) in dry DMF (500 mL). This was stirred at ambient temperature for 30 minutes, then 85% 2-nitro naphthalene (40.0 g, 197 mmol) was added to the reaction mixture. After stirring at room temperature for 22 hours, the reaction was refluxed for 10 minutes, then 10% NaOH (300 mL) was added and refluxing was continued for an additional 2 hours. The r... RXN SMILES: [F:1][C:2]([F:31])([F:30])[C:3]1[CH:4]=[C:5]([C@H:13]2[O:18][C:17](=[O:19])[N:16]([CH2:20][C:21]3[C:26](Br)=[CH:25][CH:24]=[C:23]([Cl:28])[N:22]=3)[C@@H:15]([CH3:29])[CH2:14]2)[CH:6]=[C:7]([C:9]([F:12])([F:11])[F:10])[CH:8]=1.[F:32][C:33]1[C:38]([CH:39]([CH3:41])[CH3:40])=[CH:37][C:36](B(O)O)=[C:35]([O:45][CH3:46])[CH:34]=1>C(=O)([O-])[O-].[K+].[K+].C1COCC1>[F:1][C:2]([F:31])([F:30])[C:3]1[CH:4]=[C:5]([C@H:13]2[O:18][C:17](=[O:19])[N:16]([CH2:20][C:21]3[C:26]([C:36]4[CH:37]=[C:38]([CH:39]([CH3:41])[CH3:40])[C:33]([F:32])=[CH:34][C:35]=4[O:45][CH3:46])=[CH:25][CH:24]=[C:23]([Cl:28])[N:22]=3)[C@@H:15]([CH3:29])[CH2:14]2)[CH:6]=[C:7]([C:9]([F:12])([F:11])[F:10])[CH:8]=1 |f:2.3.4.5|. Solvent: C([O-])([O-])=O.[K+].[K+].C1CCOC1 (potassium carbonate THF). The product is FC(C=1C=C(C=C(C1)C(F)(F)F)[C@@H]1C[C@@H](N(C(O1)=O)CC1=NC(=CC=C1C1=C(C=C(C(=C1)C(C)C)F)OC)Cl)C)(F)F ((4S,6S)-6-[3,5-bis(trifluoromethyl)phenyl]-3-{[6-chloro-3-(4-fluoro-5-isopropyl-2-methoxyphenyl)pyridin-2-yl]methyl}-4-methyl-1,3-oxazinan-2-one). Starting materials: FC(C=1C=C(C=C(C1)C(F)(F)F)[C@@H]1C[C@@H](N(C(O1)=O)CC1=NC(=CC=C1Br)Cl)C)(F)F ((4S,6S)-6-[3,5-bis(trifluoromethyl)phenyl]-3-[(3-bromo-6-chloropyridin-2-yl)methyl]-4-methyl-1,3-oxazinan-2-one), FC(C=1C=C(C=C(C1)C(F)(F)F)[C@@H]1C[C@@H](N(C(O1)=O)CC1=NC(=CC=C1Br)Cl)C)(F)F ((4S,6S)-6-[3,5-bis(trifluoromethyl)phenyl]-3-[(3-bromo-6-chloropyridin-2-yl)methyl]-4-methyl-1,3-oxazinan-2-one), FC1=CC(=C(C=C1C(C)C)B(O)O)OC ((4-fluoro-5-isopropyl-2-methoxyphenyl)boronic acid), FC1=CC(=C(C=C1C(C)C)B(O)O)OC ((4-fluoro-5-isopropyl-2-methoxyphenyl)boronic acid), 1,1-bis(ditbutylphosphino)ferrocene palladium dichloride. Reported procedure: A mixture of (4S,6S)-6-[3,5-bis(trifluoromethyl)phenyl]-3-[(3-bromo-6-chloropyridin-2-yl)methyl]-4-methyl-1,3-oxazinan-2-one (Intermediate 2, 49 mg, 0-092 mmol), (4-fluoro-5-isopropyl-2-methoxyphenyl)boronic acid (Intermediate 6, 21 mg, 0.101 mmol) and 1,1-bis(ditbutylphosphino)ferrocene palladium dichloride (6 mg, 0.0092 mmol) in aqueous potassium carbonate/THF (3 mL, 3 mL) was heated at reflux for 2 h under N2. After cooling to room temperature, the aqueous phase was separated and extracted wi... The reactants are COC=1C=C2CCNC(C2=CC1)CC1=CC=C(C=C1)OCC1=CC=CC=C1 (6-methoxy-1-[4-(phenylmethoxy)benzyl]-1,2,3,4-tetrahydroisoquinoline), FC1=CC=C(C(=O)Cl)C=C1 (4-fluorobenzoyl chloride). The product is FC1=CC=C(C(=O)N2C(C3=CC=C(C=C3CC2)OC)CC2=CC=C(C=C2)OCC2=CC=CC=C2)C=C1 (2-(4-Fluorobenzoyl)-6-methoxy-1-[4-(phenylmethoxy)benzyl]-1,2,3,4-tetrahydroisoquinoline). Isolated yield 81.6%. Reaction SMILES: [CH3:1][O:2][C:3]1[CH:4]=[C:5]2[C:10](=[CH:11][CH:12]=1)[CH:9]([CH2:13][C:14]1[CH:19]=[CH:18][C:17]([O:20][CH2:21][C:22]3[CH:27]=[CH:26][CH:25]=[CH:24][CH:23]=3)=[CH:16][CH:15]=1)[NH:8][CH2:7][CH2:6]2.[F:28][C:29]1[CH:37]=[CH:36][C:32]([C:33](Cl)=[O:34])=[CH:31][CH:30]=1>>[F:28][C:29]1[CH:37]=[CH:36][C:32]([C:33]([N:8]2[CH2:7][CH2:6][C:5]3[C:10](=[CH:11][CH:12]=[C:3]([O:2][CH3:1])[CH:4]=3)[CH:9]2[CH2:13][C:14]2[CH:19]=[CH:18][C:17]([O:20][CH2:21][C:22]3[CH:27]=[CH:26][CH:25]=[CH:24][CH:23]=3)=[CH:16][CH:15]=2)=[O:34])=[CH:31][CH:30]=1. Reported procedure: The title compound was prepared as described in Example 24. A, using 6-methoxy-1-[4-(phenylmethoxy)benzyl]-1,2,3,4-tetrahydroisoquinoline (0.72 g, 2.0 mmol) and 4-fluorobenzoyl chloride (0.475 g, 3.0 mmol) to provide the title compound (0.786 g, 82% yield): ES-MS (m/z) 482 [M+H]+.